From a dataset of the Open Reaction Database (ORD), a public repository of structured organic reaction records. describe an organic reaction: reactants, conditions, products, and yield The reactants are CC(C)(C)O, CC(=Nc1ccccc1)C(C)=Nc1ccccc1, [Cl-], [H][H], N=O, O, O, O, O, CC1(C)CC(=O)CC(C)(C)N1O, OO. The product is CC(C)(O)CON1C(C)(C)CC(=O)CC1(C)C. As a reaction SMILES: [C:42]([CH3:43])([CH3:44])([CH3:45])[OH:46].[CH3:6][C:7](=[N:8][c:9]1[cH:10][cH:11][cH:12][cH:13][cH:14]1)[C:15](=[N:16][c:17]1[cH:18][cH:19][cH:20][cH:21][cH:22]1)[CH3:23].[Cl-:5].[H:24][H:25].[NH:40]=[O:41].[OH2:1].[OH2:2].[OH2:3].[OH2:4].[OH:26][N:27]1[C:28]([CH3:36])([CH3:37])[CH2:29][C:30](=[O:35])[CH2:31][C:32]1([CH3:33])[CH3:34].[OH:38][OH:39]>>[O:26]([N:27]1[C:28]([CH3:36])([CH3:37])[CH2:29][C:30](=[O:35])[CH2:31][C:32]1([CH3:33])[CH3:34])[CH2:43][C:42]([CH3:44])([CH3:45])[OH:46].